Task: describe an organic reaction: reactants, conditions, products, and yield. Dataset: the Open Reaction Database (ORD), a public repository of structured organic reaction records Starting materials: CC(=O)O[BH-](OC(C)=O)OC(C)=O, CC(=O)O, CCC=O, Nc1c(Cl)cc2c(c1Cl)CCC1CNCC21, [Na+], C1CCOC1. Yields the product CCCN1CC2CCc3c(cc(Cl)c(N)c3Cl)C2C1. As a reaction SMILES: [C:25]([O:26][BH-:27]([O:28][C:29](=[O:30])[CH3:31])[O:32][C:33](=[O:34])[CH3:35])(=[O:36])[CH3:37].[CH3:21][C:22](=[O:23])[OH:24].[CH:17]([CH2:18][CH3:19])=[O:20].[Cl:1][c:2]1[c:3]([NH2:16])[c:4]([Cl:15])[cH:5][c:6]2[c:14]1[CH2:13][CH2:12][CH:11]1[CH:7]2[CH2:8][NH:9][CH2:10]1.[Na+:38].[O:39]1[CH2:40][CH2:41][CH2:42][CH2:43]1>>[Cl:1][c:2]1[c:3]([NH2:16])[c:4]([Cl:15])[cH:5][c:6]2[c:14]1[CH2:13][CH2:12][CH:11]1[CH:7]2[CH2:8][N:9]([CH2:17][CH2:18][CH3:19])[CH2:10]1.